Dataset: the Open Reaction Database (ORD), a public repository of structured organic reaction records. Task: describe an organic reaction: reactants, conditions, products, and yield Starting materials: [OH-].[Na+] (sodium hydroxide), C=O (paraformaldehyde), S(O)(O)(=O)=O (sulphuric acid), NCC1C2(OCCO2)CCCC1(C1=CC=CC=C1)C1=CC=CC=C1 ((RS)-6-aminomethyl-7,7-diphenyl-1,4-dioxaspiro[4.5]decane), C(C)O (ethanol). Reaction conditions: time 48 hour. Yields the product C1(=CC=CC=C1)C1(CCC(C2CNCC12)=O)C1=CC=CC=C1 ((3aRS,7aRS)-7,7-Diphenylperhydro-4-isoindolone). Reaction SMILES: [NH2:1][CH2:2][CH:3]1[C:12]([C:19]2[CH:24]=C[CH:22]=[CH:21][CH:20]=2)([C:13]2[CH:18]=[CH:17][CH:16]=[CH:15][CH:14]=2)[CH2:11]C[CH2:9][C:4]21OCCO2.[CH2:25]=O.S(=O)(=O)(O)O.[OH-].[Na+].[CH2:34]([OH:36])[CH3:35]>>[C:13]1([C:12]2([C:19]3[CH:20]=[CH:21][CH:22]=[CH:25][CH:24]=3)[CH:3]3[CH:4]([CH2:9][NH:1][CH2:2]3)[C:34](=[O:36])[CH2:35][CH2:11]2)[CH:18]=[CH:17][CH:16]=[CH:15][CH:14]=1 |f:3.4|. Procedure: A solution of (RS)-6-aminomethyl-7,7-diphenyl-1,4-dioxaspiro[4.5]decane (1 g) in ethanol (2 cc) is added to a solution, brought to reflux, of paraformaldehyde (0.09 g) in 2% strength aqueous sulphuric acid solution (5 cc), and heating to reflux is continued for 48 hours. The reaction mixture is then cooled to +5° C., alkalinized with 4N aqueous sodium hydroxide solution and extracted with dichloromethane (3×50 cc), and the organic phases are combined, washed with distilled water (100 cc), dried ... The reactants are ClCCl, CO, ClCCl, CC(C)(O)C(=CI)CO. The product is CC(C)(O)C(C=O)=CI. Reaction SMILES: [CH2:15]([Cl:16])[Cl:17].[CH3:13][OH:14].[Cl:10][CH2:11][Cl:12].[OH:1][C:2]([CH3:3])([CH3:4])[C:5]([CH2:6][OH:7])=[CH:8][I:9]>>[OH:1][C:2]([CH3:3])([CH3:4])[C:5]([CH:6]=[O:7])=[CH:8][I:9].